This data is from the Open Reaction Database (ORD), a public repository of structured organic reaction records. The task is: describe an organic reaction: reactants, conditions, products, and yield Reactants: O1C(CCCC1)N1N=CC=2C(N(C=3C=CC=CC3C21)CC(F)(F)F)=O (tetrahydro-2H-pyran-2-yl-5-(2,2,2-trifluoroethyl)-1,5-dihydro-4H-pyrazolo[4,3-c]quinolin-4-one), FC1CN(CC1)C1=NC=CC=C1C=1C=CC=2C3=C(C(N(C2C1)CC(F)(F)F)=O)CN(N3)C3OCCCC3 (7-[2-(3-fluoropyrrolidin-1-yl)pyrid-3-yl]-2-(tetrahydro-2H-pyran-2-yl)-5-(2,2,2-trifluoroethyl)-1,5-dihydro-4H-pyrazolo[4,3-c]quinolin-4-one), Cl (hydrochloride). Solvent: O (H2O). Product: Cl.FC1CN(CC1)C1=NC=CC=C1C=1C=CC=2C3=C(C(N(C2C1)CC(F)(F)F)=O)C=NN3 (7-[2-(3-fluoropyrrolidin-1-yl)pyrid-3-yl]-5-(2,2,2-trifluoroethyl)-1,5-dihydro-4H-pyrazolo[4,3-c]quinolin-4-one hydrochloride). The yield is 47.0%. As a reaction SMILES: O1CCCCC1N1C2C3C=CC=CC=3N(CC(F)(F)F)C(=O)C=2C=N1.[F:26][CH:27]1[CH2:31][CH2:30][N:29]([C:32]2[C:37]([C:38]3[CH:39]=[CH:40][C:41]4[C:42]5[NH:56][N:55](C6CCCCO6)[CH2:54][C:43]=5[C:44](=[O:53])[N:45]([CH2:48][C:49]([F:52])([F:51])[F:50])[C:46]=4[CH:47]=3)=[CH:36][CH:35]=[CH:34][N:33]=2)[CH2:28]1.[ClH:63]>O>[ClH:63].[F:26][CH:27]1[CH2:31][CH2:30][N:29]([C:32]2[C:37]([C:38]3[CH:39]=[CH:40][C:41]4[C:42]5[NH:56][N:55]=[CH:54][C:43]=5[C:44](=[O:53])[N:45]([CH2:48][C:49]([F:52])([F:51])[F:50])[C:46]=4[CH:47]=3)=[CH:36][CH:35]=[CH:34][N:33]=2)[CH2:28]1 |f:4.5|. Procedure details: The product is obtained according to the procedure described in Step 1.7. starting with 7-[2-(3-fluoropyrrolidin-1-yl)pyrid-3-yl]-1-(tetrahydro-2H-pyran-2-yl-5-(2,2,2-trifluoroethyl)-1,5-dihydro-4H-pyrazolo[4,3-c]quinolin-4-one and 7-[2-(3-fluoropyrrolidin-1-yl)pyrid-3-yl]-2-(tetrahydro-2H-pyran-2-yl)-5-(2,2,2-trifluoroethyl)-1,5-dihydro-4H-pyrazolo[4,3-c]quinolin-4-one, in the form of a white powder (hydrochloride. H2O; yield 47%). Reactants: CC(C)N, [Na+], C1COCCO1, [OH-], O=S(=O)(c1ccccc1)c1c[nH]c2cccc(CCCCl)c12. Product: CC(C)NCCCc1cccc2[nH]cc(S(=O)(=O)c3ccccc3)c12. As a reaction SMILES: [CH3:23][CH:24]([CH3:25])[NH2:26].[Na+:34].[O:27]1[CH2:28][CH2:29][O:30][CH2:31][CH2:32]1.[OH-:33].[c:1]1([S:7](=[O:8])(=[O:9])[c:10]2[cH:11][nH:12][c:13]3[cH:14][cH:15][cH:16][c:17]([CH2:19][CH2:20][CH2:21][Cl:22])[c:18]23)[cH:2][cH:3][cH:4][cH:5][cH:6]1>>[c:1]1([S:7](=[O:8])(=[O:9])[c:10]2[cH:11][nH:12][c:13]3[cH:14][cH:15][cH:16][c:17]([CH2:19][CH2:20][CH2:21][NH:26][CH:24]([CH3:23])[CH3:25])[c:18]23)[cH:2][cH:3][cH:4][cH:5][cH:6]1. Reactants: O=C([O-])[O-], CCc1oc2c(C(O)CN(CC)CC)cccc2c1-c1ccccc1, CC[SiH](CC)CC, CCOCC, [K+], [K+], O=C(O)C(F)(F)F. Product: CCc1oc2c(CCN(CC)CC)cccc2c1-c1ccccc1. Reaction SMILES: [C:40](=[O:41])([O-:42])[O-:43].[CH2:1]([CH3:2])[c:3]1[o:4][c:5]2[c:6]([c:7]1-[c:8]1[cH:9][cH:10][cH:11][cH:12][cH:13]1)[cH:14][cH:15][cH:16][c:17]2[CH:18]([CH2:19][N:20]([CH2:21][CH3:22])[CH2:23][CH3:24])[OH:25].[CH2:26]([SiH:27]([CH2:28][CH3:29])[CH2:30][CH3:31])[CH3:32].[CH2:46]([O:47][CH2:48][CH3:49])[CH3:50].[K+:44].[K+:45].[OH:33][C:34]([C:35]([F:36])([F:37])[F:38])=[O:39]>>[CH2:1]([CH3:2])[c:3]1[o:4][c:5]2[c:6]([c:7]1-[c:8]1[cH:9][cH:10][cH:11][cH:12][cH:13]1)[cH:14][cH:15][cH:16][c:17]2[CH2:18][CH2:19][N:20]([CH2:21][CH3:22])[CH2:23][CH3:24].